From a dataset of the Open Reaction Database (ORD), a public repository of structured organic reaction records. describe an organic reaction: reactants, conditions, products, and yield The reactants are [NH4+].[Cl-] (NH4Cl), ClC1=NC(=CN=C1)Cl (2,6-dichloropyrazine), NCC1=CC=C(C(=O)OC)C=C1 (methyl 4-(aminomethyl)benzoate), Cl (HCl), CCN(C(C)C)C(C)C (i-Pr2NEt). The solvent is C1CCOC1.CN(C)C=O (THF DMF). Conditions: temperature 90 celsius. Yields the product COC(C1=CC=C(C=C1)CNC1=NC(=CN=C1)Cl)=O (4-[(6-Chloro-pyrazin-2-ylamino)-methyl]-benzoic acid methyl ester). Yield: 32.0%. As a reaction SMILES: Cl[C:2]1[CH:7]=[N:6][CH:5]=[C:4]([Cl:8])[N:3]=1.[NH2:9][CH2:10][C:11]1[CH:20]=[CH:19][C:14]([C:15]([O:17][CH3:18])=[O:16])=[CH:13][CH:12]=1.Cl.CCN(C(C)C)C(C)C.[NH4+].[Cl-]>C1COCC1.CN(C=O)C>[CH3:18][O:17][C:15](=[O:16])[C:14]1[CH:19]=[CH:20][C:11]([CH2:10][NH:9][C:2]2[CH:7]=[N:6][CH:5]=[C:4]([Cl:8])[N:3]=2)=[CH:12][CH:13]=1 |f:4.5,6.7|. Procedure: A stirred suspension of 2,6-dichloropyrazine (500 mg, 3.36 mmol), methyl 4-(aminomethyl)benzoate.HCl (744 mg, 3.69 mmol) and i-Pr2NEt (2.05 mL, 11.75 mmol) in a mixture of anhydrous THF/DMF (10 mL/2 mL) under nitrogen was heated at 90° C. for 24 h. The mixture was allowed to cool down to room temperature, was poured into saturated aqueous NH4Cl and extracted with AcOEt. The organic layer was washed with H2O and brine, dried over anhydrous MgSO4, filtered and concentrated. The residue was purifie... Starting materials: N[C@@H]1C[C@H]2[C@H](N([C@@H]1C2)C(=O)OC(C)(C)C)C(=O)OC (2-tert-butyl 3-methyl (1R,3S,4R,6R)-6-amino-2-azabicyclo[2.2.1]heptane-2,3-dicarboxylate), C(C)(=O)OC(C)=O (acetic anhydride). Solvent: CO (methanol). Conditions: time 1 hour. The product is C(C)(=O)N[C@@H]1C[C@H]2[C@H](N([C@@H]1C2)C(=O)OC(C)(C)C)C(=O)OC (2-tert-Butyl 3-methyl (1R,3S,4R,6R)-6-acetylamino-2-azabicyclo[2.2.1]heptane-2,3-dicarboxylate). Isolated yield 166.7%. RXN SMILES: [NH2:1][C@H:2]1[C@H:7]2[CH2:8][C@H:4]([C@@H:5]([C:16]([O:18][CH3:19])=[O:17])[N:6]2[C:9]([O:11][C:12]([CH3:15])([CH3:14])[CH3:13])=[O:10])[CH2:3]1.[C:20](OC(=O)C)(=[O:22])[CH3:21]>CO>[C:20]([NH:1][C@H:2]1[C@H:7]2[CH2:8][C@H:4]([C@@H:5]([C:16]([O:18][CH3:19])=[O:17])[N:6]2[C:9]([O:11][C:12]([CH3:13])([CH3:14])[CH3:15])=[O:10])[CH2:3]1)(=[O:22])[CH3:21]. Procedure details: To a solution of 2-tert-butyl 3-methyl (1R,3S,4R,6R)-6-amino-2-azabicyclo[2.2.1]heptane-2,3-dicarboxylate obtained in Example 29-3 (155 mg) in methanol (10 mL), was added acetic anhydride (30 mg). The mixture was stirred at room temperature for 1 hr. The resulting mixture was evaporated in vacuo and chromatographed on silica gel eluting with chloroform and methanol (19:1) to give the target compound (153 mg).